This data is from the Open Reaction Database (ORD), a public repository of structured organic reaction records. The task is: describe an organic reaction: reactants, conditions, products, and yield The reactants are [H-].[Na+] (sodium hydride), ice water, [H-].[Na+] (sodium hydride), FC1=C(C=C(C#N)C=C1)[N+](=O)[O-] (4-fluoro-3-nitro-benzonitrile), NC=1SC(=CC1C#N)C (2-amino-5-methyl-thiophene-3-carbonitrile), Cl (hydrochloric acid). Run in C1CCOC1 (THF), C1CCOC1 (THF). Conditions: time 8 hour. Product: C(#N)C1=CC(=C(C=C1)NC=1SC(=CC1C#N)C)[N+](=O)[O-] (2-(4-Cyano-2-nitro-phenylamino)-5-methyl-thiophene-3-carbonitrile). As a reaction SMILES: [H-].[Na+].F[C:4]1[CH:11]=[CH:10][C:7]([C:8]#[N:9])=[CH:6][C:5]=1[N+:12]([O-:14])=[O:13].[NH2:15][C:16]1[S:17][C:18]([CH3:23])=[CH:19][C:20]=1[C:21]#[N:22].Cl>C1COCC1>[C:8]([C:7]1[CH:10]=[CH:11][C:4]([NH:15][C:16]2[S:17][C:18]([CH3:23])=[CH:19][C:20]=2[C:21]#[N:22])=[C:5]([N+:12]([O-:14])=[O:13])[CH:6]=1)#[N:9] |f:0.1|. Reported procedure: To a suspension of sodium hydride (60%, 0.58 g) in THF (2 mL), was added 4-fluoro-3-nitro-benzonitrile (1.33 g, 8.0 mmol) and 2-amino-5-methyl-thiophene-3-carbonitrile (1.10 g, 8.0 mmol) in THF (10 mL), dropwise. The mixture was stirred at room temperature overnight. Two more batches of sodium hydride (60%, 0.50 g and 0.4 g) were added over the next 6 hours. After stirring for 3 days, the mixture was poured into ice-water (20 mL) and acidified to pH 3 with 6N hydrochloric acid (7 mL). The precip... The reactants are COC1=C(C=CC=C1)\C(=C/C=C/C(=O)O)\C1=CC=C(C=C1)OC ((2E,4Z)-5-(2-methoxyphenyl)-5-(4-methoxyphenyl)-2,4-pentadienoic acid), [N+](=O)([O-])C1=CC=C(C=C1)O (4-nitrophenol), C1(CCCCC1)N=C=NC1CCCCC1 (1,3-dicyclohexylcarbodiimide). The solvent is ClCCl (dichloromethane). Reaction conditions: time 2 hour. The product is [N+](=O)([O-])C1=CC=C(C=C1)OC(\C=C\C=C(\C1=CC=C(C=C1)OC)/C1=C(C=CC=C1)OC)=O ((2E,4Z)-5-(2-methoxyphenyl)-5-(4-methoxyphenyl)-2,4-pentadienoic acid 4-nitrophenyl ester). The yield is 59.3%. RXN SMILES: [CH3:1][O:2][C:3]1[CH:8]=[CH:7][CH:6]=[CH:5][C:4]=1/[C:9](/[C:16]1[CH:21]=[CH:20][C:19]([O:22][CH3:23])=[CH:18][CH:17]=1)=[CH:10]\[CH:11]=[CH:12]\[C:13]([OH:15])=[O:14].[N+:24]([C:27]1[CH:32]=[CH:31][C:30](O)=[CH:29][CH:28]=1)([O-:26])=[O:25].C1(N=C=NC2CCCCC2)CCCCC1>ClCCl>[N+:24]([C:27]1[CH:32]=[CH:31][C:30]([O:14][C:13](=[O:15])/[CH:12]=[CH:11]/[CH:10]=[C:9](\[C:4]2[CH:5]=[CH:6][CH:7]=[CH:8][C:3]=2[O:2][CH3:1])/[C:16]2[CH:17]=[CH:18][C:19]([O:22][CH3:23])=[CH:20][CH:21]=2)=[CH:29][CH:28]=1)([O-:26])=[O:25]. Procedure details: As in Example 115. (2E,4Z)-5-(2-methoxyphenyl)-5-(4-methoxyphenyl)-2,4-pentadienoic acid (1 g) and 4-nitrophenol (0.54 g) in 7 mL of dichloromethane was treated with 1,3-dicyclohexylcarbodiimide (0.67 g). The mixture was stirred at room temperature for 2 hours. After the usual work up. the crude ester was crystallized from 2-propanol to give 0.825 g of (2E,4Z)-5-(2-methoxyphenyl)-5-(4-methoxyphenyl)-2,4-pentadienoic acid 4-nitrophenyl ester, mp 133.5°-135° C. Reactants: ClC=1C=CC2=C(C(=NC(C=3N2N=C(N3)C(=O)N)O)C3=CC=CC=C3)C1 (8-chloro-4-hydroxy-6-phenyl-4H-s-triazolo[1,5-a][1,4]benzodiazepine-2-carboxamide), N1=CC=CC=C1 (pyridine), C(C)(=O)OC(C)=O (acetic anhydride). The solvent is O (water). Run at time 2 hour. The product is C(C)(=O)OC1C=2N(C3=C(C(=N1)C1=CC=CC=C1)C=C(C=C3)Cl)N=C(N2)C(=O)N (4-acetoxy-8-chloro-6-phenyl-4H-s-triazolo[1,5-a][1,4]-benzodiazepine-2-carboxamide). Reaction SMILES: [Cl:1][C:2]1[CH:3]=[CH:4][C:5]2[N:11]3[N:12]=[C:13]([C:15]([NH2:17])=[O:16])[N:14]=[C:10]3[CH:9]([OH:18])[N:8]=[C:7]([C:19]3[CH:24]=[CH:23][CH:22]=[CH:21][CH:20]=3)[C:6]=2[CH:25]=1.N1C=CC=CC=1.[C:32](OC(=O)C)(=[O:34])[CH3:33]>O>[C:32]([O:18][CH:9]1[N:8]=[C:7]([C:19]2[CH:24]=[CH:23][CH:22]=[CH:21][CH:20]=2)[C:6]2[CH:25]=[C:2]([Cl:1])[CH:3]=[CH:4][C:5]=2[N:11]2[N:12]=[C:13]([C:15]([NH2:17])=[O:16])[N:14]=[C:10]12)(=[O:34])[CH3:33]. Procedure details: To a solution of 0.38 g. of 8-chloro-4-hydroxy-6-phenyl-4H-s-triazolo[1,5-a][1,4]benzodiazepine-2-carboxamide (3/2 hydrate) in 5 ml. of pyridine is added 0.2 ml. of acetic anhydride and the mixture is left to stand at room temperature for 2 hours, followed by addition of water. The precipitated crystals are collected by filtration to yield 4-acetoxy-8-chloro-6-phenyl-4H-s-triazolo[1,5-a][1,4]-benzodiazepine-2-carboxamide as crystals. This product is identical with the product in Example 1 with r... Starting materials: CC(C)(C)OCCON, C1CCOC1, Cn1c(Nc2ccc(I)cc2Cl)c(C(=O)Oc2ccccc2)c(=O)n(C)c1=O. The product is Cn1c(Nc2ccc(I)cc2Cl)c(C(=O)NOCCOC(C)(C)C)c(=O)n(C)c1=O. As a reaction SMILES: [C:29]([CH3:30])([CH3:31])([CH3:32])[O:33][CH2:34][CH2:35][O:36][NH2:37].[CH2:38]1[O:39][CH2:40][CH2:41][CH2:42]1.[Cl:1][c:2]1[c:3]([NH:9][c:10]2[c:11]([C:20](=[O:21])[O:22][c:23]3[cH:24][cH:25][cH:26][cH:27][cH:28]3)[c:12](=[O:19])[n:13]([CH3:18])[c:14](=[O:17])[n:15]2[CH3:16])[cH:4][cH:5][c:6]([I:8])[cH:7]1>>[Cl:1][c:2]1[c:3]([NH:9][c:10]2[c:11]([C:20](=[O:21])[NH:37][O:36][CH2:35][CH2:34][O:33][C:29]([CH3:30])([CH3:31])[CH3:32])[c:12](=[O:19])[n:13]([CH3:18])[c:14](=[O:17])[n:15]2[CH3:16])[cH:4][cH:5][c:6]([I:8])[cH:7]1. The reactants are COC(=O)C1=C(C)NC(C)=C(C(=O)O)C1c1cccc([N+](=O)[O-])c1, C(=NC1CCCCC1)=NC1CCCCC1, OCC=Cc1ccc(OC2CCCCO2)cc1, O, c1ccncc1. Product: COC(=O)C1=C(C)NC(C)=C(C(=O)OCC=Cc2ccc(OC3CCCCO3)cc2)C1c1cccc([N+](=O)[O-])c1. Reaction SMILES: [CH3:18][C:19]1=[C:24]([C:25](=[O:26])[OH:27])[CH:23]([c:28]2[cH:29][c:30]([N+:34](=[O:35])[O-:36])[cH:31][cH:32][cH:33]2)[C:22]([C:37](=[O:38])[O:39][CH3:40])=[C:21]([CH3:41])[NH:20]1.[CH:42]1([N:43]=[C:44]=[N:45][CH:46]2[CH2:47][CH2:48][CH2:49][CH2:50][CH2:51]2)[CH2:52][CH2:53][CH2:54][CH2:55][CH2:56]1.[O:1]1[CH:2]([O:7][c:8]2[cH:9][cH:10][c:11]([CH:12]=[CH:13][CH2:14][OH:15])[cH:16][cH:17]2)[CH2:3][CH2:4][CH2:5][CH2:6]1.[OH2:57].[cH:58]1[cH:59][cH:60][n:61][cH:62][cH:63]1>>[O:1]1[CH:2]([O:7][c:8]2[cH:9][cH:10][c:11]([CH:12]=[CH:13][CH2:14][O:15][C:25]([C:24]3=[C:19]([CH3:18])[NH:20][C:21]([CH3:41])=[C:22]([C:37](=[O:38])[O:39][CH3:40])[CH:23]3[c:28]3[cH:29][c:30]([N+:34](=[O:35])[O-:36])[cH:31][cH:32][cH:33]3)=[O:26])[cH:16][cH:17]2)[CH2:3][CH2:4][CH2:5][CH2:6]1. Reactants: [H-].[Na+] (sodium hydride), CC1(CC(NC2=CC=C(C=C12)C(=O)O)C1=CC(=CC=C1)C(NC1=CC=CC=C1)=O)C (4,4-dimethyl-2-(3-phenylcarbamoyl-phenyl)-1,2,3,4-tetrahydro-quinoline-6-carboxylic acid), C(=O)(N1C=NC=C1)N1C=NC=C1 (1,1′-carbonyldiimidazole), CS(=O)(=O)N (methanesulfonamide). The solvent is O (water), CN(C=O)C (N,N-dimethylformamide), CN(C=O)C (N,N-dimethylformamide). Reaction conditions: temperature 25 celsius, time 1 hour. Yields the product CS(=O)(=O)NC(=O)C=1C=C2C(CC(NC2=CC1)C=1C=C(C(=O)NC2=CC=CC=C2)C=CC1)(C)C (3-(6-methanesulfonylaminocarbonyl-4,4-dimethyl-1,2,3,4-tetrahydro-quinolin-2-yl)-N-phenyl-benzamide). The yield is 7.3%. As a reaction SMILES: [H-].[Na+].[CH3:3][S:4]([NH2:7])(=[O:6])=[O:5].[CH3:8][C:9]1([CH3:37])[C:18]2[C:13](=[CH:14][CH:15]=[C:16]([C:19](O)=[O:20])[CH:17]=2)[NH:12][CH:11]([C:22]2[CH:27]=[CH:26][CH:25]=[C:24]([C:28](=[O:36])[NH:29][C:30]3[CH:35]=[CH:34][CH:33]=[CH:32][CH:31]=3)[CH:23]=2)[CH2:10]1.C(N1C=CN=C1)(N1C=CN=C1)=O>CN(C)C=O.O>[CH3:3][S:4]([NH:7][C:19]([C:16]1[CH:17]=[C:18]2[C:13](=[CH:14][CH:15]=1)[NH:12][CH:11]([C:22]1[CH:23]=[C:24]([CH:25]=[CH:26][CH:27]=1)[C:28]([NH:29][C:30]1[CH:31]=[CH:32][CH:33]=[CH:34][CH:35]=1)=[O:36])[CH2:10][C:9]2([CH3:37])[CH3:8])=[O:20])(=[O:6])=[O:5] |f:0.1|. Procedure details: To a suspension of 60% sodium hydride (198 mg, 4.95 mmol) in N,N-dimethylformamide (2 mL) was added methanesulfonamide (475 mg, 5 mmol) at room temperature. The resulting mixture was stirred at 25° C. for 1 h to afford Solution A20. A solution of 4,4-dimethyl-2-(3-phenylcarbamoyl-phenyl)-1,2,3,4-tetrahydro-quinoline-6-carboxylic acid (400 mg, 1 mmol) and 1,1′-carbonyldiimidazole (324 mg, 2 mmol) in N,N-dimethylformamide (2 mL) was stirred at 70° C. for 1 h and cooled to room temperature to affor... Reactants: Boc-Lys(Xys)-OH, C1(CCCCC1)NC1CCCCC1 (dicyclohexylamine), N([C@@H](CCCCNC(=O)OCC1=CC=CC=C1)C(=O)O)C(=O)OC(C)(C)C (Boc-Lys(Z)-OH), N([C@@H](CCCCNC(=O)OCC1=C(Cl)C=CC=C1)C(=O)O)C(=O)OC(C)(C)C (Boc-Lys(2-Cl-Z)-OH), C(C)(C)(C)N (t-butylamine), C1(=CC=CC=C1)OC (anisole). Solvent: FC(C(=O)O)(F)F (trifluoroacetic acid), FC(C(=O)O)(F)F (trifluoroacetic acid). Conditions: time 24 hour. The product is N[C@@H](CCCCN)C(=O)O (lysine). Reaction SMILES: [NH:1](C(OC(C)(C)C)=O)[C@H:2]([C:19]([OH:21])=[O:20])[CH2:3][CH2:4][CH2:5][CH2:6][NH:7]C(OCC1C=CC=CC=1Cl)=O.C(N)(C)(C)C.N(C(OC(C)(C)C)=O)[C@H](C(O)=O)CCCCNC(OCC1C=CC=CC=1)=O.C1(NC2CCCCC2)CCCCC1.C1(OC)C=CC=CC=1>FC(F)(F)C(O)=O>[NH2:1][C@H:2]([C:19]([OH:21])=[O:20])[CH2:3][CH2:4][CH2:5][CH2:6][NH2:7]. Reported procedure: Relative stability of amino-protecting groups, namely Xys, 2-chlorobenzyloxycarbonyl and Z against trifluoroacetic acid. Boc-Lys(Xys)-OH(41.4 mg, 0.1 m.mol), Boc-Lys(2-Cl-Z)-OH.t-butylamine salt (48.8 mg, 0.1 m.mol) and Boc-Lys(Z)-OH.dicyclohexylamine salt (56.1 mg, 0.1 m.mol) are each dissolved in trifluoroacetic acid (0.5 ml) containing anisole (0.03 ml) and the solutions are allowed to stand at room temperature for 24 hours. The trifluoroacetic acid is distilled off and the residue is made up... Product: C(C)C1=CC(=C2C=CC=CN12)C(=O)NCC12CCCN2CCC1 (3-ethyl-N-(tetrahydro-1H-pyrrolizin-7a(5H)-ylmethyl)indolizine-1-carboxamide). Procedure: 3-Ethylindolizine-1-carboxylic acid is reacted with carbonyldiimidazole in dimethylformamide and subsequently with 7a-aminomethylhexahydro-1H-pyrrolizine to afford the title compound upon workup. As a reaction SMILES: [CH2:1]([C:3]1[N:11]2[C:6]([CH:7]=[CH:8][CH:9]=[CH:10]2)=[C:5]([C:12]([OH:14])=O)[CH:4]=1)[CH3:2].C(N1C=CN=C1)(N1C=CN=C1)=O.[NH2:27][CH2:28][C:29]12[CH2:36][CH2:35][CH2:34][N:33]1[CH2:32][CH2:31][CH2:30]2>CN(C)C=O>[CH2:1]([C:3]1[N:11]2[C:6]([CH:7]=[CH:8][CH:9]=[CH:10]2)=[C:5]([C:12]([NH:27][CH2:28][C:29]23[CH2:36][CH2:35][CH2:34][N:33]2[CH2:32][CH2:31][CH2:30]3)=[O:14])[CH:4]=1)[CH3:2]. Reactants: C(C)C1=CC(=C2C=CC=CN12)C(=O)O (3-Ethylindolizine-1-carboxylic acid), C(=O)(N1C=NC=C1)N1C=NC=C1 (carbonyldiimidazole), NCC12CCCN2CCC1 (7a-aminomethylhexahydro-1H-pyrrolizine). The solvent is CN(C=O)C (dimethylformamide).